From a dataset of the Open Reaction Database (ORD), a public repository of structured organic reaction records. describe an organic reaction: reactants, conditions, products, and yield The reactants are Example 125 ( g ), OC1CN(CCC1C=1C=NC(=CC1)SC)C(=O)OC(C)(C)C (tert-butyl (3'RS,4'RS)-3'-hydroxy-6-methylsulphanyl-3',4',5',6'-tetrahydro-2'H-[3,4']bipyridine-1'-carboxylate), ClCC1=C(C2=CC=CC=C2C(=C1)OC)OC (2-chloromethyl-1,4-dimethoxy-naphthalene). Product: COC1=C(C=C(C2=CC=CC=C12)OC)COC1CN(CCC1C=1C=NC(=CC1)SC)C(=O)OC(C)(C)C (tert-butyl (3'RS,4'RS)-3'-(1,4-dimethoxy-naphthalen-2-ylmethoxy)-6-methylsulphanyl-3',4',5',6'-tetrahydro-2'H-[3,4']bipyridine-1'-carboxylate). Reaction SMILES: [OH:1][CH:2]1[CH:7]([C:8]2[CH:9]=[N:10][C:11]([S:14][CH3:15])=[CH:12][CH:13]=2)[CH2:6][CH2:5][N:4]([C:16]([O:18][C:19]([CH3:22])([CH3:21])[CH3:20])=[O:17])[CH2:3]1.Cl[CH2:24][C:25]1[CH:34]=[C:33]([O:35][CH3:36])[C:32]2[C:27](=[CH:28][CH:29]=[CH:30][CH:31]=2)[C:26]=1[O:37][CH3:38]>>[CH3:38][O:37][C:26]1[C:27]2[C:32](=[CH:31][CH:30]=[CH:29][CH:28]=2)[C:33]([O:35][CH3:36])=[CH:34][C:25]=1[CH2:24][O:1][CH:2]1[CH:7]([C:8]2[CH:9]=[N:10][C:11]([S:14][CH3:15])=[CH:12][CH:13]=2)[CH2:6][CH2:5][N:4]([C:16]([O:18][C:19]([CH3:22])([CH3:21])[CH3:20])=[O:17])[CH2:3]1. Reported procedure: In an analogous manner to that described in Example 125 (g), from tert-butyl (3'RS,4'RS)-3'-hydroxy-6-methylsulphanyl-3',4',5',6'-tetrahydro-2'H-[3,4']bipyridine-1'-carboxylate by alkylation with 2-chloromethyl-1,4-dimethoxy-naphthalene [J. Amer. Chem. Soc. 64, 2657 (1942)] there was obtained tert-butyl (3'RS,4'RS)-3'-(1,4-dimethoxy-naphthalen-2-ylmethoxy)-6-methylsulphanyl-3',4',5',6'-tetrahydro-2'H-[3,4']bipyridine-1'-carboxylate in the form of a colourless solid; MS: 526 (M+H)+. Reactants: O1C(OCC1)C=1C=NC(=C(C(=O)O)C1)C=1NC(C(N1)(C)C(C)C)=O (5-(1,3-Dioxolan-2-yl)-2-(4-isopropyl-4-methyl-5-oxo-2-imidazolin-2-yl)nicotinic acid), C([O-])(O)=O.[Na+] (sodium bicarbonate), O (water). The solvent is O1CCCC1 (tetrahydrofuran). The product is O1C(OCC1)C=1C=NC(=C(C(=O)[O-])C1)C=1NC(C(N1)(C)C(C)C)=O.[Na+] (Sodium 5-(1,3-dioxolan-2-yl)-2-(4-isopropyl-4-methyl-5-oxo-2-imidazolin-2-yl)nicotinate). The yield is 76.8%. Reaction SMILES: [O:1]1[CH2:5][CH2:4][O:3][CH:2]1[C:6]1[CH:7]=[N:8][C:9]([C:15]2[NH:16][C:17](=[O:24])[C:18]([CH:21]([CH3:23])[CH3:22])([CH3:20])[N:19]=2)=[C:10]([CH:14]=1)[C:11]([OH:13])=[O:12].C(=O)(O)[O-].[Na+:29].O>O1CCCC1>[O:3]1[CH2:4][CH2:5][O:1][CH:2]1[C:6]1[CH:7]=[N:8][C:9]([C:15]2[NH:16][C:17](=[O:24])[C:18]([CH:21]([CH3:22])[CH3:23])([CH3:20])[N:19]=2)=[C:10]([CH:14]=1)[C:11]([O-:13])=[O:12].[Na+:29] |f:1.2,5.6|. Reported procedure: 5-(1,3-Dioxolan-2-yl)-2-(4-isopropyl-4-methyl-5-oxo-2-imidazolin-2-yl)nicotinic acid (0.507 g, 0.00152 mol), sodium bicarbonate (0.12 g, 0.00143 mol), water and tetrahydrofuran is heated at reflux temperature for 1 hour. Concentration in vacuo yields a solid which is triturated with ether to give the title compound as an orange solid (0.39 g, 72%), mp 209°-210° C., identified by IR and NMR spectral analyses. Starting materials: ClC1=NC=NC(=C1)Cl (4,6-dichloropyrimidine), C([O-])([O-])=O.[K+].[K+] (potassium carbonate), Cl.C[C@@H]1NC[C@@H](CCC1)C (cis-2,6-dimethylhexahydro-1H-azepine hydrochloride), [Cl-].[NH4+] (ammonium chloride). The solvent is C(C)#N (acetonitrile). Reaction conditions: temperature 60 celsius, time 4 hour. Yields the product ClC1=CC(=NC=N1)N1[C@H](CCC[C@H](C1)C)C (1-(6-chloropyrimidin-4-yl)-cis-2,6-dimethylhexahydro-1H-azepine). Isolated yield 62.1%. Reaction SMILES: Cl[C:2]1[CH:7]=[C:6]([Cl:8])[N:5]=[CH:4][N:3]=1.C(=O)([O-])[O-].[K+].[K+].Cl.[CH3:16][C@H:17]1[CH2:23][CH2:22][CH2:21][C@@H:20]([CH3:24])[CH2:19][NH:18]1.[Cl-].[NH4+]>C(#N)C>[Cl:8][C:6]1[N:5]=[CH:4][N:3]=[C:2]([N:18]2[CH2:19][C@H:20]([CH3:24])[CH2:21][CH2:22][CH2:23][C@@H:17]2[CH3:16])[CH:7]=1 |f:1.2.3,4.5,6.7|. Procedure: Into 4 ml of acetonitrile were added 0.3 g of 4,6-dichloropyrimidine, 0.83 g of potassium carbonate and 0.43 g of cis-2,6-dimethylhexahydro-1H-azepine hydrochloride, and the mixture was stirred for 4 hours at 60° C. The reaction mixture was cooled to near room temperature, a saturated ammonium chloride aqueous solution was added therein, and the mixture was extracted with tert-butyl methyl ether three times. The organic layers were washed with a saturated sodium chloride aqueous solution, dried ... The reactants are CCOC(C)=O, CO, [O-]Cl, CN=C(NC#N)NCCSCC(Cl)C(C)=O, [Na+]. Product: CN=C(NC#N)NCCSCC(Cl)(Cl)C(C)=O. As a reaction SMILES: [CH3:20][CH2:21][O:22][C:23](=[O:24])[CH3:25].[CH3:26][OH:27].[Cl:17][O-:18].[Cl:1][CH:2]([CH2:3][S:4][CH2:5][CH2:6][NH:7][C:8](=[N:9][CH3:10])[NH:11][C:12]#[N:13])[C:14]([CH3:15])=[O:16].[Na+:19]>>[Cl:1][C:2]([CH2:3][S:4][CH2:5][CH2:6][NH:7][C:8](=[N:9][CH3:10])[NH:11][C:12]#[N:13])([C:14]([CH3:15])=[O:16])[Cl:17]. Starting materials: C1CCOC1, Cl, O=C(Nc1cccc(-c2nn3ccccc3c2-c2ccnc(Nc3cccc(-c4cnco4)c3)n2)c1)C(F)(F)F, [Li+], [OH-], O. Product: Nc1cccc(-c2nn3ccccc3c2-c2ccnc(Nc3cccc(-c4cnco4)c3)n2)c1. Reaction SMILES: [CH2:44]1[O:45][CH2:46][CH2:47][CH2:48]1.[ClH:1].[F:2][C:3]([F:4])([F:5])[C:40]([NH:6][c:7]1[cH:8][c:9](-[c:13]2[n:14][n:15]3[c:16]([cH:17][cH:18][cH:19][cH:20]3)[c:21]2-[c:22]2[n:23][c:24]([NH:28][c:29]3[cH:30][c:31](-[c:35]4[cH:36][n:37][cH:38][o:39]4)[cH:32][cH:33][cH:34]3)[n:25][cH:26][cH:27]2)[cH:10][cH:11][cH:12]1)=[O:41].[Li+:43].[OH-:42].[OH2:49]>>[NH2:6][c:7]1[cH:8][c:9](-[c:13]2[n:14][n:15]3[c:16]([cH:17][cH:18][cH:19][cH:20]3)[c:21]2-[c:22]2[n:23][c:24]([NH:28][c:29]3[cH:30][c:31](-[c:35]4[cH:36][n:37][cH:38][o:39]4)[cH:32][cH:33][cH:34]3)[n:25][cH:26][cH:27]2)[cH:10][cH:11][cH:12]1.